This data is from the Open Reaction Database (ORD), a public repository of structured organic reaction records. The task is: describe an organic reaction: reactants, conditions, products, and yield Reactants: CCCCOCCOc1ccc(-c2ccc3c(c2)C=C(C(=O)Nc2ccc(SCc4ncccn4)cc2)CCN3CC(C)C)cc1, ClCCl, O=C(OO)c1cccc(Cl)c1, [Na+], [Na+], O=S([O-])([O-])=S. Yields the product CCCCOCCOc1ccc(-c2ccc3c(c2)C=C(C(=O)Nc2ccc(S(=O)Cc4ncccn4)cc2)CCN3CC(C)C)cc1. Reaction SMILES: [CH2:1]([CH2:2][CH2:3][CH3:4])[O:5][CH2:6][CH2:7][O:8][c:9]1[cH:10][cH:11][c:12](-[c:15]2[cH:16][cH:17][c:18]3[c:19]([cH:46]2)[CH:20]=[C:21]([C:29](=[O:30])[NH:31][c:32]2[cH:33][cH:34][c:35]([S:38][CH2:39][c:40]4[n:41][cH:42][cH:43][cH:44][n:45]4)[cH:36][cH:37]2)[CH2:22][CH2:23][N:24]3[CH2:25][CH:26]([CH3:27])[CH3:28])[cH:13][cH:14]1.[CH2:65]([Cl:66])[Cl:67].[Cl:47][c:48]1[cH:49][cH:50][cH:51][c:52]([C:53]([O:54][OH:56])=[O:55])[cH:57]1.[Na+:63].[Na+:64].[S:58]([O-:59])([O-:60])(=[O:61])=[S:62]>>[CH2:1]([CH2:2][CH2:3][CH3:4])[O:5][CH2:6][CH2:7][O:8][c:9]1[cH:10][cH:11][c:12](-[c:15]2[cH:16][cH:17][c:18]3[c:19]([cH:46]2)[CH:20]=[C:21]([C:29](=[O:30])[NH:31][c:32]2[cH:33][cH:34][c:35]([S:38]([CH2:39][c:40]4[n:41][cH:42][cH:43][cH:44][n:45]4)=[O:55])[cH:36][cH:37]2)[CH2:22][CH2:23][N:24]3[CH2:25][CH:26]([CH3:27])[CH3:28])[cH:13][cH:14]1.